From a dataset of the Open Reaction Database (ORD), a public repository of structured organic reaction records. describe an organic reaction: reactants, conditions, products, and yield Reactants: NC=1SC=C(N1)/C(/C(=O)NC1[C@@H]2N(C(=C(CS2)CC2OC(OC2)(C)C)C(=S)[O-])C1=O)=N/OC.[Na+] (Sodium 7-[(Z)-2-(2-aminothiazol-4-yl)-2-methoxyiminoacetamido]-3-(2,2-dimethyl-1,3-dioxolan-4-yl)methylthio-3-cephem-4-carboxylate), C(C(C)(C)C)(=O)OCI (iodomethyl pivalate). The product is NC=1SC=C(N1)/C(/C(=O)NC1[C@@H]2N(C(=C(CS2)CC2OC(OC2)(C)C)C(=S)OCOC(C(C)(C)C)=O)C1=O)=N/OC (pivaloyloxymethyl 7-[(Z)-2-(2-aminothiazol-4-yl)-2-methoxyiminoacetamido]-3-(2,2-dimethyl-1,3-dioxolan-4-yl)methylthio-3-cephem-4-carboxylate). The yield is 66.2%. Reaction SMILES: [NH2:1][C:2]1[S:3][CH:4]=[C:5](/[C:7](=[N:31]/[O:32][CH3:33])/[C:8]([NH:10][CH:11]2[C:29](=[O:30])[N:13]3[C:14]([C:26]([O-:28])=[S:27])=[C:15]([CH2:18][CH:19]4[CH2:23][O:22][C:21]([CH3:25])([CH3:24])[O:20]4)[CH2:16][S:17][C@H:12]23)=[O:9])[N:6]=1.[Na+].[C:35]([O:41][CH2:42]I)(=[O:40])[C:36]([CH3:39])([CH3:38])[CH3:37]>>[NH2:1][C:2]1[S:3][CH:4]=[C:5](/[C:7](=[N:31]/[O:32][CH3:33])/[C:8]([NH:10][CH:11]2[C:29](=[O:30])[N:13]3[C:14]([C:26]([O:28][CH2:42][O:41][C:35](=[O:40])[C:36]([CH3:39])([CH3:38])[CH3:37])=[S:27])=[C:15]([CH2:18][CH:19]4[CH2:23][O:22][C:21]([CH3:24])([CH3:25])[O:20]4)[CH2:16][S:17][C@H:12]23)=[O:9])[N:6]=1 |f:0.1|. Reported procedure: Sodium 7-[(Z)-2-(2-aminothiazol-4-yl)-2-methoxyiminoacetamido]-3-(2,2-dimethyl-1,3-dioxolan-4-yl)methylthio-3-cephem-4-carboxylate (58 mg) was reacted with iodomethyl pivalate (51 mg), followed by purifying the reaction product in the same manner as in Example 2, yielding the titled compound (45 mg; 66%) as pale yellow powder.